Dataset: the Open Reaction Database (ORD), a public repository of structured organic reaction records. Task: describe an organic reaction: reactants, conditions, products, and yield The reactants are COc1cccc(C2(C#N)CCC3(CC2)OCCO3)c1, CCO, [K+], [OH-], O. The product is COc1cccc(C2(C(N)=O)CCC3(CC2)OCCO3)c1. Reaction SMILES: [CH3:1][O:2][c:3]1[cH:4][c:5]([C:9]2([C:19]#[N:20])[CH2:10][CH2:11][C:12]3([CH2:13][CH2:14]2)[O:15][CH2:16][CH2:17][O:18]3)[cH:6][cH:7][cH:8]1.[CH3:23][CH2:24][OH:25].[K+:22].[OH-:21].[OH2:26]>>[CH3:1][O:2][c:3]1[cH:4][c:5]([C:9]2([C:19]([NH2:20])=[O:25])[CH2:10][CH2:11][C:12]3([CH2:13][CH2:14]2)[O:15][CH2:16][CH2:17][O:18]3)[cH:6][cH:7][cH:8]1. RXN SMILES: [CH3:1][O:2][C:3]1[CH:8]=[CH:7][C:6]([N:9]([CH3:22])[S:10]([C:13]2[CH:21]=[CH:20][C:16]([C:17]([OH:19])=O)=[CH:15][CH:14]=2)(=[O:12])=[O:11])=[CH:5][CH:4]=1.[NH2:23][C:24]1[CH:25]=[C:26]([CH:30]([OH:32])[CH3:31])[CH:27]=[CH:28][CH:29]=1>>[OH:32][CH:30]([C:26]1[CH:25]=[C:24]([NH:23][C:17](=[O:19])[C:16]2[CH:15]=[CH:14][C:13]([S:10](=[O:12])(=[O:11])[N:9]([C:6]3[CH:5]=[CH:4][C:3]([O:2][CH3:1])=[CH:8][CH:7]=3)[CH3:22])=[CH:21][CH:20]=2)[CH:29]=[CH:28][CH:27]=1)[CH3:31]. The reactants are COC1=CC=C(C=C1)N(S(=O)(=O)C1=CC=C(C(=O)O)C=C1)C (4-(N-(4-methoxyphenyl)-N-methylsulfamoyl)benzoic acid), NC=1C=C(C=CC1)C(C)O (1-(3-aminophenyl)ethanol). Procedure: 4-(N-(4-methoxyphenyl)-N-methylsulfamoyl)benzoic acid (7) (100 mg, 0.31 mmol) was treated with 1-(3-aminophenyl)ethanol (36 mg, 0.26 mmol) using method C. The residue was purified using flash chromatography eluting with 0-40% EtOAc in hexanes. The resulting solid was triturated with dichloromethane/hexanes to give N-(3-(1-hydroxyethyl)phenyl)-4-(N-(4-methoxyphenyl)-N-methylsulfamoyl)benzamide as an off white solid. Yield: 52 mg (46%). 1H-NMR: 10.45 (s, 1H), 8.12 (d, J=8.5 Hz, 2H), 7.75-7.74 (m, ... Yields the product OC(C)C=1C=C(C=CC1)NC(C1=CC=C(C=C1)S(N(C)C1=CC=C(C=C1)OC)(=O)=O)=O (N-(3-(1-hydroxyethyl)phenyl)-4-(N-(4-methoxyphenyl)-N-methylsulfamoyl)benzamide). Starting materials: OC1=C(C=CC(=C1C)OCC1=NC(=NO1)CC1=CC(=CC=C1)I)C(C)=O (1-{2-hydroxy-4-[3-(3-iodo-benzyl)-[1,2,4]oxadiazol-5-ylmethoxy]-3-methyl-phenyl}-ethanone), ClCC1=NC(=NO1)CC1=CC=C(C=C1)I (5-chloromethyl-3-(4-iodo-benzyl)-[1,2,4]oxadiazole), OC1=C(C=CC(=C1C)O)C(C)=O (1-(2,4-Dihydroxy-3-methyl-phenyl)-ethanone). Yields the product OC1=C(C=CC(=C1C)OCC1=NC(=NO1)CC1=CC=C(C=C1)I)C(C)=O (1-{2-Hydroxy-4-[3-(4-iodo-benzyl)-[1,2,4]oxadiazol-5-ylmethoxy]-3-methyl-phenyl}-ethanone). As a reaction SMILES: [OH:1][C:2]1[C:7]([CH3:8])=[C:6]([O:9][CH2:10][C:11]2[O:15][N:14]=[C:13]([CH2:16][C:17]3[CH:22]=[CH:21][CH:20]=[C:19](I)[CH:18]=3)[N:12]=2)[CH:5]=[CH:4][C:3]=1[C:24](=[O:26])[CH3:25].ClCC1ON=C(CC2C=CC([I:41])=CC=2)N=1.OC1C(C)=C(O)C=CC=1C(=O)C>>[OH:1][C:2]1[C:7]([CH3:8])=[C:6]([O:9][CH2:10][C:11]2[O:15][N:14]=[C:13]([CH2:16][C:17]3[CH:22]=[CH:21][C:20]([I:41])=[CH:19][CH:18]=3)[N:12]=2)[CH:5]=[CH:4][C:3]=1[C:24](=[O:26])[CH3:25]. Procedure: The title compound is prepared essentially as described for 1-{2-hydroxy-4-[3-(3-iodo-benzyl)-[1,2,4]oxadiazol-5-ylmethoxy]-3-methyl-phenyl}-ethanone, employing 5-chloromethyl-3-(4-iodo-benzyl)-[1,2,4]oxadiazole and 1-(2,4-Dihydroxy-3-methyl-phenyl)-ethanone. LC-MS (m/e): 463 (M−1). The solvent is C(C)(=O)OCC (ethyl acetate). Product: Cl.Cl.C(C)N1CCN(CC1)C=1N=C(C=C2C1SC=C2)C2=CC=C(C=C2)S(=O)(=O)CCC (7-(4-ethylpiperazin-1-yl)-5-(4-propanesulfonylphenyl)thieno[2,3-c]pyridine dihydrochloride). Procedure: The resulting compound and 7-(1-ethylpiperazin-4-yl)-5-bromothieno[2,3-c]pyridine (0.18 g) were reacted in the same manner as in Example 300-4, to give a reaction solution containing 7-(4-ethylpiperazin-1-yl)-5-(4-propanesulfonylphenyl)thieno[2,3-c]pyridine. To the resulting reaction solution were added ethyl acetate and 2N hydrochloric acid, and the resulting insoluble matters were filtered off. The aqueous layer was separated, while the organic layer was extracted with 2N hydrochloric acid. Th... As a reaction SMILES: C(N1CCN(C2N=C(Br)C=C3C=CSC=23)CC1)C.[CH2:19]([N:21]1[CH2:26][CH2:25][N:24]([C:27]2[N:28]=[C:29]([C:36]3[CH:41]=[CH:40][C:39]([S:42]([CH2:45][CH2:46][CH3:47])(=[O:44])=[O:43])=[CH:38][CH:37]=3)[CH:30]=[C:31]3[CH:35]=[CH:34][S:33][C:32]=23)[CH2:23][CH2:22]1)[CH3:20].[ClH:48]>C(OCC)(=O)C>[ClH:48].[ClH:48].[CH2:19]([N:21]1[CH2:26][CH2:25][N:24]([C:27]2[N:28]=[C:29]([C:36]3[CH:37]=[CH:38][C:39]([S:42]([CH2:45][CH2:46][CH3:47])(=[O:44])=[O:43])=[CH:40][CH:41]=3)[CH:30]=[C:31]3[CH:35]=[CH:34][S:33][C:32]=23)[CH2:23][CH2:22]1)[CH3:20] |f:4.5.6|. Starting materials: C(C)N1CCN(CC1)C=1N=C(C=C2C1SC=C2)Br (7-(1-ethylpiperazin-4-yl)-5-bromothieno[2,3-c]pyridine), Cl (hydrochloric acid), C(C)N1CCN(CC1)C=1N=C(C=C2C1SC=C2)C2=CC=C(C=C2)S(=O)(=O)CCC (7-(4-ethylpiperazin-1-yl)-5-(4-propanesulfonylphenyl)thieno[2,3-c]pyridine). Reported procedure: A mixture of cis-benzyl-3-(5-fluoro-1H-indol-3-yl)-cyclopentylamine (0.45 g, 1.46 mmol), 0.2 g 10% Pd/C and ammonium formate (1.0 g, 15.9 mmol) in methanol (30 mL) were refluxed under nitrogen for 4 hours. The reaction mixture was cooled, filtered through celite, and concentrated. The residue was diluted with 1 N aqueous NaOH (50 mL) and extracted with ethyl acetate (3×50 mL). The combined organic layers were washed with water (50 mL) and brine (50 mL), then were dried over anhydrous sodium sulf... The yield is 87.9%. Yields the product FC=1C=C2C(=CNC2=CC1)[C@H]1C[C@H](CC1)N (cis-3-(5-Fluoro-1H-indol-3-yl)-cyclopentylamine). Reactants: C(C1=CC=CC=C1)N[C@@H]1C[C@@H](CC1)C1=CNC2=CC=C(C=C12)F (cis-benzyl-3-(5-fluoro-1H-indol-3-yl)-cyclopentylamine), C(=O)[O-].[NH4+] (ammonium formate). Reagents/catalysts: [Pd] (Pd/C). As a reaction SMILES: C([NH:8][C@H:9]1[CH2:13][CH2:12][C@@H:11]([C:14]2[C:22]3[C:17](=[CH:18][CH:19]=[C:20]([F:23])[CH:21]=3)[NH:16][CH:15]=2)[CH2:10]1)C1C=CC=CC=1.C([O-])=O.[NH4+]>CO.[Pd]>[F:23][C:20]1[CH:21]=[C:22]2[C:17](=[CH:18][CH:19]=1)[NH:16][CH:15]=[C:14]2[C@@H:11]1[CH2:12][CH2:13][C@H:9]([NH2:8])[CH2:10]1 |f:1.2|. Solvent: CO (methanol). Starting materials: Diester, C(CCCCCCC\C=C/CCCCCCCC)(=O)O (Oleic Acid), C(CCO)O (1,3-Propane Diol). The product is C(CCCC\C=C/C\C=C/C\C=C/CCCCC)(=O)OCCCOC(CCCCCCC\C=C/CCCCCCCC)=O (1-(z,z,z-Octadeca-6,9,12-trienoyloxy)-3-(z-octadeca-9-enoyloxy)propane). As a reaction SMILES: [C:1]([OH:20])(=[O:19])[CH2:2][CH2:3][CH2:4][CH2:5][CH2:6][CH2:7][CH2:8]/[CH:9]=[CH:10]\[CH2:11][CH2:12][CH2:13][CH2:14][CH2:15][CH2:16][CH2:17][CH3:18].[CH2:21](O)[CH2:22][CH2:23][OH:24]>>[C:1]([O:20][CH2:3][CH2:2][CH2:1][O:19][C:23](=[O:24])[CH2:22][CH2:21][CH2:4][CH2:5][CH2:6][CH2:7][CH2:8]/[CH:9]=[CH:10]\[CH2:11][CH2:12][CH2:13][CH2:14][CH2:15][CH2:16][CH2:17][CH3:18])(=[O:19])[CH2:2][CH2:3][CH2:4][CH2:5]/[CH:6]=[CH:7]\[CH2:8]/[CH:9]=[CH:10]\[CH2:11]/[CH:12]=[CH:13]\[CH2:14][CH2:15][CH2:16][CH2:17][CH3:18]. Reported procedure: (Diester of GLA and Oleic Acid with 1,3-Propane Diol). Reactants: C(CC)N(C1COC2=CC=CC(=C2C1)C(C)=O)CCC (3-Dipropylamino-5-acetylchroman), C(C)OCC (diethyl ether). Reaction SMILES: [CH2:1]([N:4]([CH2:18][CH2:19][CH3:20])[CH:5]1[CH2:14][C:13]2[C:8](=[CH:9][CH:10]=[CH:11][C:12]=2[C:15](=O)[CH3:16])[O:7][CH2:6]1)[CH2:2][CH3:3].[CH2:21](OCC)C>>[CH2:1]([N:4]([CH2:18][CH2:19][CH3:20])[CH:5]1[CH2:14][C:13]2[C:8](=[CH:9][CH:10]=[CH:11][C:12]=2[C:15]([CH3:21])=[CH2:16])[O:7][CH2:6]1)[CH2:2][CH3:3]. Procedure: 3-Dipropylamino-5-acetylchroman (Example 7; 0.40 g, 1.45 mmol) was dissolved in dry diethyl ether (2.0 ml) and this solution was added to the previously formed Wittig-reagent. The product is C(CC)N(C1COC2=CC=CC(=C2C1)C(=C)C)CCC (3-Dipropylamino-5-isopropenylchroman). Reactants: O=C1CCCc2c1cnn2Cc1ccccc1, C[Si](C)(C)[N-][Si](C)(C)C, CC(=O)Cl, [Li+], C1CCOC1. Yields the product CC(=O)C1CCc2c(cnn2Cc2ccccc2)C1=O. As a reaction SMILES: [CH2:11]([c:12]1[cH:13][cH:14][cH:15][cH:16][cH:17]1)[n:18]1[n:19][cH:20][c:21]2[c:26]1[CH2:25][CH2:24][CH2:23][C:22]2=[O:27].[CH3:1][Si:2]([N-:3][Si:4]([CH3:5])([CH3:6])[CH3:7])([CH3:8])[CH3:9].[CH3:28][C:29]([Cl:30])=[O:31].[Li+:10].[O:32]1[CH2:33][CH2:34][CH2:35][CH2:36]1>>[CH2:11]([c:12]1[cH:13][cH:14][cH:15][cH:16][cH:17]1)[n:18]1[n:19][cH:20][c:21]2[c:26]1[CH2:25][CH2:24][CH:23]([C:29]([CH3:28])=[O:31])[C:22]2=[O:27]. The reactants are C(C)(C)C=1C=C(C=CC1)O (3-isopropylphenol), Cl.O=C1C(CNCC1)C(=O)O (4-oxo-3-piperidinecarboxylate hydrochloride). The product is Cl.CC(C)C1=CC2=C(C=C1)C1=C(CNCC1)C(O2)=O (1,2,3,4-Tetrahydro-8-(1-methylethyl)-5H-[1]benzopyrano[3,4-c]pyridin-5-one hydrochloride). Yield: 28.2%. RXN SMILES: [CH:1]([C:4]1[CH:5]=[C:6]([OH:10])[CH:7]=[CH:8][CH:9]=1)([CH3:3])[CH3:2].[ClH:11].O=[C:13]1[CH2:18][CH2:17][NH:16][CH2:15][CH:14]1[C:19](O)=[O:20]>>[ClH:11].[CH3:2][CH:1]([C:4]1[CH:9]=[CH:8][C:7]2[C:13]3[CH2:18][CH2:17][NH:16][CH2:15][C:14]=3[C:19](=[O:20])[O:10][C:6]=2[CH:5]=1)[CH3:3] |f:1.2,3.4|. Reported procedure: Prepared by the method described in Example 1 from 3-isopropylphenol (150 g, 0.66 moles) and 4-oxo-3-piperidinecarboxylate hydrochloride (114 g, 0.59 moles). Recrystallization from dilute aqueous hydrochloric acid yielded the product (46.6 g) as the hydrochloride, mp 257°-261° C.